From a dataset of the Open Reaction Database (ORD), a public repository of structured organic reaction records. describe an organic reaction: reactants, conditions, products, and yield Starting materials: COC([C@H](CNC(=O)C=1SC(=CC1)Cl)NC(=O)OC(C)(C)C)=O ((S)-2-tert-Butoxycarbonylamino-3-[(5-chloro-thiophene-2-carbonyl)-amino]-propionic acid methyl ester), C(=O)(C(F)(F)F)O (TFA). Run in C(Cl)Cl (DCM). Reaction conditions: time 8 hour. Yields the product FC(C(=O)O)(F)F.COC([C@H](CNC(=O)C=1SC(=CC1)Cl)N)=O ((S)-2-Amino-3-[(5-chloro-thiophene-2-carbonyl)-amino]-propionic acid methyl ester trifluoro acetate). Reaction SMILES: [CH3:1][O:2][C:3](=[O:23])[C@@H:4]([NH:15]C(OC(C)(C)C)=O)[CH2:5][NH:6][C:7]([C:9]1[S:10][C:11]([Cl:14])=[CH:12][CH:13]=1)=[O:8].[C:24]([OH:30])([C:26]([F:29])([F:28])[F:27])=[O:25]>C(Cl)Cl>[F:27][C:26]([F:29])([F:28])[C:24]([OH:30])=[O:25].[CH3:1][O:2][C:3](=[O:23])[C@@H:4]([NH2:15])[CH2:5][NH:6][C:7]([C:9]1[S:10][C:11]([Cl:14])=[CH:12][CH:13]=1)=[O:8] |f:3.4|. Procedure: Intermediate 8 (13.3 g, 36.66 mmol) in 75 ml DCM was treated with 25 ml TFA and stirred overnight at RT. The solvents were evaporated and the residue was dissolved in DCM and evaporated again. Yield: 21 g (TFA-salt), oil, crude material Starting materials: CC1=C2C=CNC2=CC=C1 (4-methyl-1H-indole), [Cl-].CC1=C(C=[N+]2CCCCC2)C=CC=C1 (1-(2-methyl-benzylidene)-piperidinium chloride). Product: CC1=C2C(=CNC2=CC=C1)C(C1=C(C=CC=C1)C)N1CCCCC1 (4-Methyl-3-(piperidin-1-yl-o-tolylmethyl)-1H-indole). Reaction SMILES: [CH3:1][C:2]1[CH:10]=[CH:9][CH:8]=[C:7]2[C:3]=1[CH:4]=[CH:5][NH:6]2.[Cl-].[CH3:12][C:13]1[CH:25]=[CH:24][CH:23]=[CH:22][C:14]=1[CH:15]=[N+:16]1[CH2:21][CH2:20][CH2:19][CH2:18][CH2:17]1>>[CH3:1][C:2]1[CH:10]=[CH:9][CH:8]=[C:7]2[C:3]=1[C:4]([CH:15]([N:16]1[CH2:21][CH2:20][CH2:19][CH2:18][CH2:17]1)[C:14]1[CH:22]=[CH:23][CH:24]=[CH:25][C:13]=1[CH3:12])=[CH:5][NH:6]2 |f:1.2|. Procedure: The preparation was carried out in accordance with general synthesis instructions 4 from 4-methyl-1H-indole and 1-(2-methyl-benzylidene)-piperidinium chloride, which had been prepared in accordance with example 30. Reactants: ClCCCl, CCN(C(C)C)C(C)C, CCn1nnc(-c2sc(N)nc2-c2ccccc2)n1, COc1ccc(CC(=O)O)cc1OC, CN(C)c1ccncc1. RXN SMILES: [CH2:15]([Cl:16])[CH2:17][Cl:18].[CH2:19]([N:20]([CH:21]([CH3:22])[CH3:23])[CH:24]([CH3:25])[CH3:26])[CH3:27].[CH2:28]([CH3:29])[n:30]1[n:31][c:32](-[c:35]2[c:36](-[c:41]3[cH:42][cH:43][cH:44][cH:45][cH:46]3)[n:37][c:38]([NH2:40])[s:39]2)[n:33][n:34]1.[CH3:1][O:2][c:3]1[cH:4][c:5]([CH2:11][C:12](=[O:13])[OH:14])[cH:6][cH:7][c:8]1[O:9][CH3:10].[CH3:47][N:48]([c:49]1[cH:50][cH:51][n:52][cH:53][cH:54]1)[CH3:55]>>[CH3:1][O:2][c:3]1[cH:4][c:5]([CH2:11][C:12](=[O:14])[NH:40][c:38]2[n:37][c:36](-[c:41]3[cH:42][cH:43][cH:44][cH:45][cH:46]3)[c:35](-[c:32]3[n:31][n:30]([CH2:28][CH3:29])[n:34][n:33]3)[s:39]2)[cH:6][cH:7][c:8]1[O:9][CH3:10]. Yields the product CCn1nnc(-c2sc(NC(=O)Cc3ccc(OC)c(OC)c3)nc2-c2ccccc2)n1. Reactants: C1(=CC=CC=C1)C(CNC1=C2N=CN(C2=NC(=N1)C(=O)OC)[C@@H]1O[C@@H]([C@H]([C@H]1O)O)C(=O)NCC)C1=CC=CC=C1 (Methyl 6-[(2,2-diphenylethyl)amino]-9-{(2R,3R,4S,5S)-5-[(ethylamino) carbonyl]-3,4-dihydroxytetra-hydro-2-furanyl}-9H-purine-2-carboxylate), C(C)(C)C1CCN(CC1)CCN (2-(4-isopropyl-1-piperidinyl)ethylamine). Yields the product N (ammonia), C1(=CC=CC=C1)C(CNC1=C2N=CN(C2=NC(=N1)C(=O)NCCN1CCC(CC1)C(C)C)[C@@H]1O[C@@H]([C@H]([C@H]1O)O)C(=O)NCC)C1=CC=CC=C1 (6-[(2,2-Diphenylethyl)amino]-9-{(2R,3R,4S,5S)-5-[(ethylamino)carbonyl]-3,4-dihydroxytetrahydro-2-furanyl}-N-[2-(4-isopropyl-1-piperidinyl)ethyl]-9H-purine-2-carboxamide). Yield: 123.3%. Reaction SMILES: [C:1]1([CH:7]([C:35]2[CH:40]=[CH:39][CH:38]=[CH:37][CH:36]=2)[CH2:8][NH:9][C:10]2[N:18]=[C:17]([C:19]([O:21]C)=O)[N:16]=[C:15]3[C:11]=2[N:12]=[CH:13][N:14]3[C@H:23]2[C@H:27]([OH:28])[C@H:26]([OH:29])[C@@H:25]([C:30]([NH:32][CH2:33][CH3:34])=[O:31])[O:24]2)[CH:6]=[CH:5][CH:4]=[CH:3][CH:2]=1.[CH:41]([CH:44]1[CH2:49][CH2:48][N:47]([CH2:50][CH2:51][NH2:52])[CH2:46][CH2:45]1)([CH3:43])[CH3:42]>>[NH3:9].[C:1]1([CH:7]([C:35]2[CH:36]=[CH:37][CH:38]=[CH:39][CH:40]=2)[CH2:8][NH:9][C:10]2[N:18]=[C:17]([C:19]([NH:52][CH2:51][CH2:50][N:47]3[CH2:48][CH2:49][CH:44]([CH:41]([CH3:43])[CH3:42])[CH2:45][CH2:46]3)=[O:21])[N:16]=[C:15]3[C:11]=2[N:12]=[CH:13][N:14]3[C@H:23]2[C@H:27]([OH:28])[C@H:26]([OH:29])[C@@H:25]([C:30]([NH:32][CH2:33][CH3:34])=[O:31])[O:24]2)[CH:2]=[CH:3][CH:4]=[CH:5][CH:6]=1. Procedure: Methyl 6-[(2,2-diphenylethyl)amino]-9-{(2R,3R,4S,5S)-5-[(ethylamino) carbonyl]-3,4-dihydroxytetra-hydro-2-furanyl}-9H-purine-2-carboxylate (Preparation 11) (100 mg, 0.18 mmol) and 2-(4-isopropyl-1-piperidinyl)ethylamine (Preparation 17) (300 mg, 1.76 mmol) were heated at 120° C. under a nitrogen atmosphere for three hours. The reaction mixture was allowed to cool to room temperature and purified by column chromatography on silica gel eluting with dichloromethane:methanol:concentrated aqueous amm...